This data is from the Open Reaction Database (ORD), a public repository of structured organic reaction records. The task is: describe an organic reaction: reactants, conditions, products, and yield Starting materials: C(C)(C)(C)OC(=O)N1CCC=2C(=NNC2CC1)C1=CC=C(C=C1)Cl (3-(4-chloro-phenyl)-4,5,7,8-tetrahydro-1H-1,2,6-triaza-azulene-6-carboxylic acid tert-butyl ester), [H-].[Na+] (NaH), ClC1CCC1 (chloro-cyclobutane). Solvent: CN(C)C=O (DMF). Run at temperature 80 celsius, time 10 minute. The product is C(C)(C)(C)OC(=O)N1CCC2=C(N(N=C2CC1)C1CCC1)C1=CC=C(C=C1)Cl (3-(4-chloro-phenyl)-2-cyclobutyl-2,4,5,6,7,8-hexahydro-1,2,6-triaza-azulene-6-carboxylic acid tert-butyl ester). As a reaction SMILES: [C:1]([O:5][C:6]([N:8]1[CH2:17][CH2:16][C:15]2[NH:14][N:13]=[C:12]([C:18]3[CH:23]=[CH:22][C:21]([Cl:24])=[CH:20][CH:19]=3)[C:11]=2[CH2:10][CH2:9]1)=[O:7])([CH3:4])([CH3:3])[CH3:2].[H-].[Na+].Cl[CH:28]1[CH2:31][CH2:30][CH2:29]1>CN(C=O)C>[C:1]([O:5][C:6]([N:8]1[CH2:17][CH2:16][C:15]2[C:11](=[C:12]([C:18]3[CH:23]=[CH:22][C:21]([Cl:24])=[CH:20][CH:19]=3)[N:13]([CH:28]3[CH2:31][CH2:30][CH2:29]3)[N:14]=2)[CH2:10][CH2:9]1)=[O:7])([CH3:4])([CH3:2])[CH3:3] |f:1.2|. Procedure details: To a solution of 3-(4-chloro-phenyl)-4,5,7,8-tetrahydro-1H-1,2,6-triaza-azulene-6-carboxylic acid tert-butyl ester (Example 103, Step B; 0.40 mmol) in DMF (2 mL) was added NaH (60% dispersion in oil, 60 mg) at 25° C. After 10 min, the mixture was heated to 80° C., and chloro-cyclobutane (1.5 mmol) was added. The mixture was heated at this temperature for 16 h. The mixture was concentrated and purified by chromatography (SiO2, EtOAc/hexanes) to provide 3-(4-chloro-phenyl)-2-cyclobutyl-2,4,5,6,7,8... Starting materials: N1=C(Cl)N=C(Cl)N=C1Cl (cyanuric chloride), xylenes, [OH-] (hydroxide), CC(CC(C)(C)C)(C)N (1,1,3,3-tetramethylbutylamine). Solvent: O (water). Reaction conditions: temperature 9 celsius. Yields the product ClC1=NC(=NC(=N1)Cl)NC(CC(C)(C)C)(C)C (2,4-dichloro-6-(1,1,3,3-tetramethylbutylamino)-1,3,5-triazine). As a reaction SMILES: [N:1]1[C:8]([Cl:9])=[N:7][C:5](Cl)=[N:4][C:2]=1[Cl:3].[CH3:10][C:11]([NH2:18])([CH3:17])[CH2:12][C:13]([CH3:16])([CH3:15])[CH3:14].[OH-]>O>[Cl:9][C:8]1[N:1]=[C:2]([Cl:3])[N:4]=[C:5]([NH:18][C:11]([CH3:17])([CH3:10])[CH2:12][C:13]([CH3:16])([CH3:15])[CH3:14])[N:7]=1. Reported procedure: Into a flask, 20 grams of water, 52.3 grams (0.284 mole) of cyanuric chloride and 130 grams of mixed xylenes having a boiling point of 138-141° C. were charged, and 37.5 grams (0.290 mole) of 1,1,3,3-tetramethylbutylamine was slowly and dropwise added into the mixture while maintaining the temperature at 8-10° C. Then, 57.9 grams of 20% aqueous hydroxide solution was slowly and dropwise added into the mixture while keeping the temperature at 8-10° C. After the reaction was complete, the oil (org... The reactants are COC(=O)[C@H]1CN(C[C@@H]1C1=CC=C(C=C1)Cl)CC1=CC=CC=C1 ((3R,4S)-1-Benzyl-4-(4-chloro-phenyl)-pyrrolidine-3-carboxylic acid methyl ester), O (water), [OH-].[Na+] (NaOH), O (water), [H-].[H-].[H-].[H-].[Li+].[Al+3] (LiAlH4). Solvent: C1CCOC1 (THF). Run at time 30 minute. The product is C(C1=CC=CC=C1)N1C[C@@H]([C@H](C1)C1=CC=C(C=C1)Cl)CO ([(3R,4S)-1-Benzyl-4-(4-chloro-phenyl)-pyrrolidin-3-yl]-methanol), oil. The yield is 98.0%. Reaction SMILES: C[O:2][C:3]([C@@H:5]1[C@@H:9]([C:10]2[CH:15]=[CH:14][C:13]([Cl:16])=[CH:12][CH:11]=2)[CH2:8][N:7]([CH2:17][C:18]2[CH:23]=[CH:22][CH:21]=[CH:20][CH:19]=2)[CH2:6]1)=O.[H-].[H-].[H-].[H-].[Li+].[Al+3].O.[OH-].[Na+]>C1COCC1>[CH2:17]([N:7]1[CH2:8][C@H:9]([C:10]2[CH:11]=[CH:12][C:13]([Cl:16])=[CH:14][CH:15]=2)[C@@H:5]([CH2:3][OH:2])[CH2:6]1)[C:18]1[CH:19]=[CH:20][CH:21]=[CH:22][CH:23]=1 |f:1.2.3.4.5.6,8.9|. Reported procedure: (3R,4S)-1-Benzyl-4-(4-chloro-phenyl)-pyrrolidine-3-carboxylic acid methyl ester (5.8 g, 0.018 mol) were dissolved in THF (180 mL). At 0° C. LiAlH4 (0.70 g, 0.0185 mol) was added portion wise. After stirring at 0° C. for 4 h water (5 mL), then 5N NaOH (5 mL) and additional water (15 mL) was added. After stirring at ambient temperature for 30 min the mixture was extracted with ethyl acetate (3×10 mL), the combined organic phases were dried on sodium sulfate, filtered and evaporated. The crude titl... Reactants: C(C(=O)O)(=O)O.FC(C1=CC=C(OC2CNCCC3=C2C=CC=C3)C=C1)(F)F (1-(p-trifluoromethylphenoxy)-2,3,4,5-tetrahydro-3-benzazepine oxalate), C(C=C)#N (acrylonitrile). Run in C(C)(C)O (isopropanol). Reaction conditions: temperature 95 celsius. The product is C(#N)CCN1CCC2=C(C(C1)OC1=CC=C(C=C1)C(F)(F)F)C=CC=C2 (3-(2-Cyanoethyl)-2,3,4,5-tetrahydro-1-(p-trifluoromethylphenoxy)-3-benzazepine). As a reaction SMILES: C(O)(=O)C(O)=O.[F:7][C:8]([F:28])([F:27])[C:9]1[CH:26]=[CH:25][C:12]([O:13][CH:14]2[C:20]3[CH:21]=[CH:22][CH:23]=[CH:24][C:19]=3[CH2:18][CH2:17][NH:16][CH2:15]2)=[CH:11][CH:10]=1.[C:29](#[N:32])[CH:30]=[CH2:31]>C(O)(C)C>[C:29]([CH2:30][CH2:31][N:16]1[CH2:15][CH:14]([O:13][C:12]2[CH:25]=[CH:26][C:9]([C:8]([F:7])([F:27])[F:28])=[CH:10][CH:11]=2)[C:20]2[CH:21]=[CH:22][CH:23]=[CH:24][C:19]=2[CH2:18][CH2:17]1)#[N:32] |f:0.1|. Procedure: A solution of 2,3,4,5-tetrahydro-1-(p-trifluoromethylphenoxy)-3-benzazepine of Example 1 (15 g, 0.049 mole) and acrylonitrile (5.2 g, 0.098 mole) in isopropanol (50 ml) was stirred at reflux (95° C.) for twenty hours. The reaction mixture was cooled then concentrated to an oil (17 g, 96%) of which 3.5 g was distilled to an oil of 3-(2-cyanoethyl)-2,3,4,5-tetrahydro-1-(p-trifluoromethylphenoxy)-3-benzazepine (2.6 g, 235°-237° C./0.1 mm). Reactants: C1CCOC1 (THF), [OH-].[Na+] (NaOH), C(C1=CC=CC=C1)N1C(=C(C=C1)C1=CC=C(C=C1)Cl)C(=O)OCC (Ethyl 1-benzyl-3-(4-chlorophenyl)-1H-pyrrole-2-carboxylate). Run in CO (MeOH). Yields the product C(C1=CC=CC=C1)N1C(=C(C=C1)C1=CC=C(C=C1)Cl)C(=O)O (1-Benzyl-3-(4-chlorophenyl)-1H-pyrrole-2-carboxylic acid). Reaction SMILES: [CH2:1]([N:8]1[CH:12]=[CH:11][C:10]([C:13]2[CH:18]=[CH:17][C:16]([Cl:19])=[CH:15][CH:14]=2)=[C:9]1[C:20]([O:22]CC)=[O:21])[C:2]1[CH:7]=[CH:6][CH:5]=[CH:4][CH:3]=1.C1COCC1.[OH-].[Na+]>CO>[CH2:1]([N:8]1[CH:12]=[CH:11][C:10]([C:13]2[CH:14]=[CH:15][C:16]([Cl:19])=[CH:17][CH:18]=2)=[C:9]1[C:20]([OH:22])=[O:21])[C:2]1[CH:3]=[CH:4][CH:5]=[CH:6][CH:7]=1 |f:2.3|. Reported procedure: Ethyl 1-benzyl-3-(4-chlorophenyl)-1H-pyrrole-2-carboxylate (8 g, 23.54 mmol) was dissolved in MeOH (33.4 mL) and THF (33.4 mL) followed by addition of aqueous 6M NaOH (33.4 mL, 200 mmol) and the reaction mixture was stirred at reflux for 18 h. The volatile solvents were evaporated under reduced pressure. The remaining aqueous phase was acidified with aqueous 1M HCl until pH=4 and a solid precipitated. The solid was filtered off and washed with cold H2O. The collected solid was dissolved in EtOAc... Reactants: CC(=O)Nc1cc(Br)ccc1OC(F)(F)F, C[Si](C)(C)[N-][Si](C)(C)C, CN1CCNCC1, CN(C)c1ccccc1-c1ccccc1P(C1CCCCC1)C1CCCCC1, [Li+], O=C(C=Cc1ccccc1)C=Cc1ccccc1, O=C(C=Cc1ccccc1)C=Cc1ccccc1, O=C(C=Cc1ccccc1)C=Cc1ccccc1, [Pd], [Pd]. Product: CC(=O)Nc1cc(N2CCN(C)CC2)ccc1OC(F)(F)F. As a reaction SMILES: [Br:29][c:30]1[cH:31][cH:32][c:33]([O:40][C:41]([F:42])([F:43])[F:44])[c:34]([NH:36][C:37]([CH3:38])=[O:39])[cH:35]1.[CH3:45][Si:46]([N-:47][Si:48]([CH3:49])([CH3:50])[CH3:51])([CH3:52])[CH3:53].[CH3:55][N:56]1[CH2:57][CH2:58][NH:59][CH2:60][CH2:61]1.[CH:1]1([P:2]([CH:3]2[CH2:4][CH2:5][CH2:6][CH2:7][CH2:8]2)[c:9]2[cH:10][cH:11][cH:12][cH:13][c:14]2-[c:15]2[cH:16][cH:17][cH:18][cH:19][c:20]2[N:21]([CH3:22])[CH3:23])[CH2:24][CH2:25][CH2:26][CH2:27][CH2:28]1.[Li+:54].[O:100]=[C:101]([CH:102]=[CH:103][c:104]1[cH:105][cH:106][cH:107][cH:108][cH:109]1)[CH:110]=[CH:111][c:112]1[cH:113][cH:114][cH:115][cH:116][cH:117]1.[O:64]=[C:65]([CH:66]=[CH:67][c:68]1[cH:69][cH:70][cH:71][cH:72][cH:73]1)[CH:74]=[CH:75][c:76]1[cH:77][cH:78][cH:79][cH:80][cH:81]1.[O:82]=[C:83]([CH:84]=[CH:85][c:86]1[cH:87][cH:88][cH:89][cH:90][cH:91]1)[CH:92]=[CH:93][c:94]1[cH:95][cH:96][cH:97][cH:98][cH:99]1.[Pd:62].[Pd:63]>>[c:30]1([N:59]2[CH2:58][CH2:57][N:56]([CH3:55])[CH2:61][CH2:60]2)[cH:31][cH:32][c:33]([O:40][C:41]([F:42])([F:43])[F:44])[c:34]([NH:36][C:37]([CH3:38])=[O:39])[cH:35]1. Reactants: NC=1SC(=C(N1)C(=O)N1[C@@H]([C@H]2C[C@H]2C1)CN)C1=CC(=CC=C1)F ([2-Amino-5-(3-fluoro-phenyl)-thiazol-4-yl]-((1S,2S,5R)-2-aminomethyl-3-aza-bicyclo[3.1.0]hex-3-yl)-methanone), FC=1C=C2C=C(N(C2=CC1)C)C(=O)O (5-Fluoro-1-methyl-1H-indole-2-carboxylic acid). The product is NC=1SC(=C(N1)C(=O)N1[C@@H]([C@H]2C[C@H]2C1)CNC(=O)C=1N(C2=CC=C(C=C2C1)F)C)C1=CC(=CC=C1)F (5-Fluoro-1-methyl-1H-indole-2-carboxylic Acid{(1S,2S,5R)-3-[2-amino-5-(3-fluoro-phenyl)-thiazole-4-carbonyl]-3-aza-bicyclo[3.1.0]hex-2-ylmethyl}-amide). Reaction SMILES: [NH2:1][C:2]1[S:3][C:4]([C:17]2[CH:22]=[CH:21][CH:20]=[C:19]([F:23])[CH:18]=2)=[C:5]([C:7]([N:9]2[CH2:14][C@H:13]3[C@H:11]([CH2:12]3)[C@H:10]2[CH2:15][NH2:16])=[O:8])[N:6]=1.[F:24][C:25]1[CH:26]=[C:27]2[C:31](=[CH:32][CH:33]=1)[N:30]([CH3:34])[C:29]([C:35](O)=[O:36])=[CH:28]2>>[NH2:1][C:2]1[S:3][C:4]([C:17]2[CH:22]=[CH:21][CH:20]=[C:19]([F:23])[CH:18]=2)=[C:5]([C:7]([N:9]2[CH2:14][C@H:13]3[C@H:11]([CH2:12]3)[C@H:10]2[CH2:15][NH:16][C:35]([C:29]2[N:30]([CH3:34])[C:31]3[C:27]([CH:28]=2)=[CH:26][C:25]([F:24])=[CH:33][CH:32]=3)=[O:36])=[O:8])[N:6]=1. Reported procedure: prepared by reaction of [2-Amino-5-(3-fluoro-phenyl)-thiazol-4-yl]-((1S,2S,5R)-2-aminomethyl-3-aza-bicyclo[3.1.0]hex-3-yl)-methanone with 5-Fluoro-1-methyl-1H-indole-2-carboxylic acid. LC-MS (basic): tR=0.87 min; [M+H]+=508.3. Starting materials: CC(C)(C)c1cc(N)cc(C(C)(C)C)c1, CC(=O)c1cccc(C(C)=Nc2c(C)cc(C)cc2C)n1, Cc1ccccc1. The product is CC(=Nc1cc(C(C)(C)C)cc(C(C)(C)C)c1)c1cccc(C(C)=Nc2c(C)cc(C)cc2C)n1. As a reaction SMILES: [C:22]([CH3:23])([CH3:24])([CH3:25])[c:26]1[cH:27][c:28]([NH2:29])[cH:30][c:31]([C:33]([CH3:34])([CH3:35])[CH3:36])[cH:32]1.[CH3:1][c:2]1[c:3]([N:10]=[C:11]([CH3:12])[c:13]2[n:14][c:15]([C:19]([CH3:20])=[O:21])[cH:16][cH:17][cH:18]2)[c:4]([CH3:9])[cH:5][c:6]([CH3:8])[cH:7]1.[CH3:37][c:38]1[cH:39][cH:40][cH:41][cH:42][cH:43]1>>[CH3:1][c:2]1[c:3]([N:10]=[C:11]([CH3:12])[c:13]2[n:14][c:15]([C:19]([CH3:20])=[N:29][c:28]3[cH:27][c:26]([C:22]([CH3:23])([CH3:24])[CH3:25])[cH:32][c:31]([C:33]([CH3:34])([CH3:35])[CH3:36])[cH:30]3)[cH:16][cH:17][cH:18]2)[c:4]([CH3:9])[cH:5][c:6]([CH3:8])[cH:7]1. Starting materials: NC1=NC(=CC=C1[N+](=O)[O-])Cl (2-amino-6-chloro-3-nitropyridine), N1C=NC=C1 (imidazole), O (water). Solvent: CN(C=O)C (N,N-dimethylformamide). Reaction conditions: temperature 120 celsius, time 8 hour. Product: NC1=NC(=CC=C1[N+](=O)[O-])C=1NC=CN1 (2-amino-6-imidazolyl-3-nitropyridine). Isolated yield 79.5%. Reaction SMILES: [NH2:1][C:2]1[C:7]([N+:8]([O-:10])=[O:9])=[CH:6][CH:5]=[C:4](Cl)[N:3]=1.[NH:12]1[CH:16]=[CH:15][N:14]=[CH:13]1.O>CN(C)C=O>[NH2:1][C:2]1[C:7]([N+:8]([O-:10])=[O:9])=[CH:6][CH:5]=[C:4]([C:13]2[NH:12][CH:16]=[CH:15][N:14]=2)[N:3]=1. Reported procedure: In 80 ml of N,N-dimethylformamide were dissolved 4.00 g of 2-amino-6-chloro-3-nitropyridine and 15.69 g of imidazole, and the solution was stirred at 120° C. overnight. After spontaneous cooling to room temperature, 100 ml of water was added and the resulting crystals were collected by filtration. The crystals were rinsed with a small amount of water and dried under reduced pressure to provide 3.76 g of 2-amino-6-imidazolyl-3-nitropyridine. Physicochemical properties: Starting materials: FC(C(=O)O)(C)F (2,2-difluoropropionic acid), C(=C)OCC (ethyl vinyl ether), N1=CC=CC=C1 (pyridine), C(C(=O)Cl)(=O)Cl (oxalyl chloride). Solvent: ClCCl (dichloromethane), ClCCl (dichloromethane), ClCCl (dichloromethane). Conditions: temperature 0 celsius, time 10 minute. Yields the product C(C)OC=CC(C(C)(F)F)=O (1-ethoxy-4,4-difluoropent-1-en-3-one). Yield: 100.0%. Reaction SMILES: [F:1][C:2]([F:7])([CH3:6])[C:3](O)=[O:4].C(Cl)(=O)C(Cl)=O.[CH:14]([O:16][CH2:17][CH3:18])=[CH2:15].N1C=CC=CC=1>ClCCl>[CH2:17]([O:16][CH:14]=[CH:15][C:3](=[O:4])[C:2]([F:7])([F:1])[CH3:6])[CH3:18]. Procedure: To a cooled (0° C.) solution of 2,2-difluoropropionic acid (prepared according to the procedure described in U.S. Pat. No. 5,859,051) (2.20 g, 20.0 mmol) in dichloromethane (15 ml) was added oxalyl chloride (2.79, 22.0 mmol) dropwise over 10 min. The mixture was stirred at 0° C. for 10 min then allowed to warm to ambient temperature overnight. The mixture was cooled to −10° C. and added via a cannula to a cooled (−10° C.) solution of ethyl vinyl ether (1.59 g, 22.0 mmol) and pyridine (1.74 g, 22...